Dataset: the Open Reaction Database (ORD), a public repository of structured organic reaction records. Task: describe an organic reaction: reactants, conditions, products, and yield Reactants: C(CC(=O)C)(=O)OCC (ethyl acetoacetate), FC(C#N)(F)F (trifluoroaceto-nitrile). Reagents/catalysts: CC(C)([O-])C.[K+] (potassium-t-butoxide). Yields the product C(C)(=O)C(C(=O)OCC)=C(C(F)(F)F)N (Ethyl 2-acetyl-3-amino-4,4,4-trifluoro-2-butenoate). The yield is 61.9%. RXN SMILES: [C:1]([O:7][CH2:8][CH3:9])(=[O:6])[CH2:2][C:3]([CH3:5])=[O:4].[F:10][C:11]([F:15])([F:14])[C:12]#[N:13]>CC(C)([O-])C.[K+]>[C:3]([C:2](=[C:12]([NH2:13])[C:11]([F:15])([F:14])[F:10])[C:1]([O:7][CH2:8][CH3:9])=[O:6])(=[O:4])[CH3:5] |f:2.3|. Procedure: To a 1 liter, four-necked flask equipped with nitrogen inlet, thermometer, and mechanical stirrer was charged 499.74 g (490 ml, 3.84 mol) of ethyl acetoacetate and 12.9 g (0.115 mol) of potassium-t-butoxide. The resulting mixture was stirred while 391 g (4.04 mol) of trifluoroaceto-nitrile was added. The reaction mixture was washed with hexane and the resulting solid was dried in vacuo affording 535 g (62%) of the enamine as a yellow solid; mp 63°-65° C. The reactants are N[C@@H](CC1=CC=C(C=C1)O)C(=O)O (Tyrosine), Br (HBr), N(=O)[O-].[Na+] (NaNO2). Solvent: O (water). Product: BrC(C(=O)O)CC1=CC=C(C=C1)O (2-bromo-3-(4-hydroxyphenyl)-propionic acid). RXN SMILES: N[C@H:2]([C:11]([OH:13])=[O:12])[CH2:3][C:4]1[CH:9]=[CH:8][C:7]([OH:10])=[CH:6][CH:5]=1.N([O-])=O.[Na+].[BrH:18]>O>[Br:18][CH:2]([CH2:3][C:4]1[CH:9]=[CH:8][C:7]([OH:10])=[CH:6][CH:5]=1)[C:11]([OH:13])=[O:12] |f:1.2|. Procedure details: Tyrosine (20 g) is dissolved in HBr (100 ml, 48% diluted with 200 ml water). To the cooled solution NaNO2 in 30 ml water is added dropwise. The product is extracted with ethyl acetate and after common treatment 2-bromo-3-(4-hydroxyphenyl)-propionic acid is obtained, which is used without purification for the next step. Reactants: C1CC(N2C(CCC12)=O)=O (dihydro-1H-pyrrolizine-3,5(2H,6H)-dione), ClC1=CC=C(CO)C=C1 (p-chlorobenzyl alcohol), Cl (hydrochloric acid). Conditions: temperature 100 celsius. Yields the product ClC1=CC=C(COC(CCC2NC(CC2)=O)=O)C=C1 (5-oxo-2-pyrrolidinepropanoic acid p-chlorobenzyl ester). Reaction SMILES: [CH2:1]1[CH:8]2[N:4]([C:5](=[O:9])[CH2:6][CH2:7]2)[C:3](=[O:10])[CH2:2]1.Cl.[Cl:12][C:13]1[CH:20]=[CH:19][C:16]([CH2:17][OH:18])=[CH:15][CH:14]=1>>[Cl:12][C:13]1[CH:20]=[CH:19][C:16]([CH2:17][O:18][C:5](=[O:9])[CH2:6][CH2:7][CH:8]2[CH2:1][CH2:2][C:3](=[O:10])[NH:4]2)=[CH:15][CH:14]=1. Procedure details: Five grams of dihydro-1H-pyrrolizine-3,5(2H,6H)-dione (III) are dissolved in 31 g of p-chlorobenzyl alcohol and 0.2 ml of concentrated hydrochloric acid is added. The solution is heated at 100° C. for 65 hours. The mixture is cooled and chromatographed over silica gel in dichloromethane. The starting p-chlorobenzyl alcohol is eluted with dichloromethane and the product is eluted with 2.5% methanol in dichloromethane. The eluate containing the product is concentrated at reduce pressure and the re... As a reaction SMILES: [CH3:35][N:36]([CH3:37])[CH:38]=[O:39].[Cl:10][c:11]1[o:12][c:13]2[c:14]([n:15]1)[c:16]([Cl:34])[cH:17][c:18]([F:33])[c:19]2-[n:20]1[c:21](=[O:32])[n:22]([CH3:31])[c:23]([C:27]([F:28])([F:29])[F:30])[cH:24][c:25]1=[O:26].[H-:1].[Na+:2].[OH:3][c:4]1[cH:5][cH:6][cH:7][cH:8][cH:9]1>>[O:3]([c:4]1[cH:5][cH:6][cH:7][cH:8][cH:9]1)[c:11]1[o:12][c:13]2[c:14]([n:15]1)[c:16]([Cl:34])[cH:17][c:18]([F:33])[c:19]2-[n:20]1[c:21](=[O:32])[n:22]([CH3:31])[c:23]([C:27]([F:28])([F:29])[F:30])[cH:24][c:25]1=[O:26]. Product: Cn1c(C(F)(F)F)cc(=O)n(-c2c(F)cc(Cl)c3nc(Oc4ccccc4)oc23)c1=O. Reactants: CN(C)C=O, Cn1c(C(F)(F)F)cc(=O)n(-c2c(F)cc(Cl)c3nc(Cl)oc23)c1=O, [H-], [Na+], Oc1ccccc1. Reactants: CC1=C(CN2C(OC(CC2)(C2=CC=CC=C2)CC(C)(C)O)=O)C(=CC(=C1)B1OC(C(O1)(C)C)(C)C)C (3-[2,6-dimethyl-4-(4,4,5,5-tetramethyl-[1,3,2]dioxaborolan-2-yl)-benzyl]-6-(2-hydroxy-2-methyl-propyl)-6-phenyl-[1,3]oxazinan-2-one), BrC1=CC(N(C=C1)C1CC1)=O (4-bromo-1-cyclopropyl-1H-pyridin-2-one). The product is C1(CC1)N1C(C=C(C=C1)C1=CC=C(CN2C(OC(CC2)(C2=CC=CC=C2)CC(C)(C)O)=O)C=C1)=O (3-[4-(1-Cyclopropyl-2-oxo-1,2-dihydro-pyridin-4-yl)-benzyl]-6-(2-hydroxy-2-methyl-propyl)-6-phenyl-[1,3]oxazinan-2-one). Reaction SMILES: C[C:2]1[CH:26]=[C:25](B2OC(C)(C)C(C)(C)O2)[CH:24]=[C:23](C)[C:3]=1[CH2:4][N:5]1[CH2:10][CH2:9][C:8]([CH2:17][C:18]([OH:21])([CH3:20])[CH3:19])([C:11]2[CH:16]=[CH:15][CH:14]=[CH:13][CH:12]=2)[O:7][C:6]1=[O:22].Br[C:38]1[CH:43]=[CH:42][N:41]([CH:44]2[CH2:46][CH2:45]2)[C:40](=[O:47])[CH:39]=1>>[CH:44]1([N:41]2[CH:42]=[CH:43][C:38]([C:25]3[CH:24]=[CH:23][C:3]([CH2:4][N:5]4[CH2:10][CH2:9][C:8]([CH2:17][C:18]([OH:21])([CH3:19])[CH3:20])([C:11]5[CH:12]=[CH:13][CH:14]=[CH:15][CH:16]=5)[O:7][C:6]4=[O:22])=[CH:2][CH:26]=3)=[CH:39][C:40]2=[O:47])[CH2:46][CH2:45]1. Procedure details: The title compound was prepared from 3-[2,6-dimethyl-4-(4,4,5,5-tetramethyl-[1,3,2]dioxaborolan-2-yl)-benzyl]-6-(2-hydroxy-2-methyl-propyl)-6-phenyl-[1,3]oxazinan-2-one and 4-bromo-1-cyclopropyl-1H-pyridin-2-one following a procedure analogous to that described in Step 5 of Example 96. LC-MS (Method 5): tR=3.53 min; Mass spectrum (ESI+): m/z=501 [M+H]+.